Dataset: the Open Reaction Database (ORD), a public repository of structured organic reaction records. Task: describe an organic reaction: reactants, conditions, products, and yield Starting materials: ClCN1C(=NC(=C1Cl)Cl)Br (1-chloromethyl-2-bromo-4,5-dichloroimidazole), [O-]CC.[Na+] (sodium ethoxide). The solvent is C(C)O (ethanol). The product is C(C)OCN1C(=NC(=C1Cl)Cl)Br (1-ethoxymethyl-2-bromo-4,5-dichloroimidazole). The yield is 22.8%. As a reaction SMILES: Cl[CH2:2][N:3]1[C:7]([Cl:8])=[C:6]([Cl:9])[N:5]=[C:4]1[Br:10].[O-:11][CH2:12][CH3:13].[Na+]>C(O)C>[CH2:12]([O:11][CH2:2][N:3]1[C:7]([Cl:8])=[C:6]([Cl:9])[N:5]=[C:4]1[Br:10])[CH3:13] |f:1.2|. Procedure details: A mixture of 1.06 g of 1-chloromethyl-2-bromo-4,5-dichloroimidazole, 0.54 g of sodium ethoxide and 40 ml of ethanol was heated under reflux for 10 hours. The reaction mixture was then concentrated under reduced pressure to obtain an oily product. This product was purified by column chromatography on silica gel to obtain 0.25 g of 1-ethoxymethyl-2-bromo-4,5-dichloroimidazole. The reactants are O=Cc1cccc(Br)c1, C1CCOC1, [Li]CCCC, Cn1cccc1, CCOCC, CN(C)CCN(C)C, CCOC(C)=O, [F-], [K+], C1COCCO1, Cl[Pd]Cl, c1ccc(P(c2ccccc2)c2ccccc2)cc1, c1ccc(P(c2ccccc2)c2ccccc2)cc1. Yields the product Cn1cccc1-c1cccc(C=O)c1. RXN SMILES: [Br:20][c:21]1[cH:22][c:23]([CH:24]=[O:25])[cH:26][cH:27][cH:28]1.[CH2:36]1[O:37][CH2:38][CH2:39][CH2:40]1.[CH3:15][CH2:16][CH2:17][CH2:18][Li:19].[CH3:1][n:2]1[cH:3][cH:4][cH:5][cH:6]1.[CH3:31][CH2:32][O:33][CH2:34][CH3:35].[CH3:7][N:8]([CH3:9])[CH2:10][CH2:11][N:12]([CH3:13])[CH3:14].[CH3:82][CH2:83][O:84][C:85](=[O:86])[CH3:87].[F-:29].[K+:30].[O:88]1[CH2:89][CH2:90][O:91][CH2:92][CH2:93]1.[Pd:41]([Cl:42])[Cl:43].[c:44]1([P:45]([c:46]2[cH:47][cH:48][cH:49][cH:50][cH:51]2)[c:52]2[cH:53][cH:54][cH:55][cH:56][cH:57]2)[cH:58][cH:59][cH:60][cH:61][cH:62]1.[c:63]1([P:64]([c:65]2[cH:66][cH:67][cH:68][cH:69][cH:70]2)[c:71]2[cH:72][cH:73][cH:74][cH:75][cH:76]2)[cH:77][cH:78][cH:79][cH:80][cH:81]1>>[CH3:1][n:2]1[c:3](-[c:21]2[cH:22][c:23]([CH:24]=[O:25])[cH:26][cH:27][cH:28]2)[cH:4][cH:5][cH:6]1.